Task: describe an organic reaction: reactants, conditions, products, and yield. Dataset: the Open Reaction Database (ORD), a public repository of structured organic reaction records Starting materials: CCOC(=O)Cn1cnc2c(c1=O)CC(C#N)(c1ccc(OC)c3oc4ccccc4c13)CC2, CCO, [Na+], [OH-], O. Yields the product COc1ccc(C2(C#N)CCc3ncn(CC(=O)O)c(=O)c3C2)c2c1oc1ccccc12. RXN SMILES: [C:1](#[N:2])[C:3]1([c:20]2[cH:21][cH:22][c:23]([O:33][CH3:34])[c:24]3[o:25][c:26]4[c:27]([c:28]23)[cH:29][cH:30][cH:31][cH:32]4)[CH2:4][c:5]2[c:6](=[O:19])[n:7]([CH2:13][C:14](=[O:15])[O:16][CH2:17][CH3:18])[cH:8][n:9][c:10]2[CH2:11][CH2:12]1.[CH3:37][CH2:38][OH:39].[Na+:36].[OH-:35].[OH2:40]>>[C:1](#[N:2])[C:3]1([c:20]2[cH:21][cH:22][c:23]([O:33][CH3:34])[c:24]3[o:25][c:26]4[c:27]([c:28]23)[cH:29][cH:30][cH:31][cH:32]4)[CH2:4][c:5]2[c:6](=[O:19])[n:7]([CH2:13][C:14](=[O:15])[OH:16])[cH:8][n:9][c:10]2[CH2:11][CH2:12]1.